Dataset: the Open Reaction Database (ORD), a public repository of structured organic reaction records. Task: describe an organic reaction: reactants, conditions, products, and yield Reactants: C1(O)=CC=C(O)C=C1 (hydroquinone), OC1=CC=C(C=C1)C1=CC=C(C=C1)O (4,4'-dihydroxybiphenyl), C(C1=CC(C(=O)Cl)=CC=C1)(=O)Cl (isophthaloyl chloride). The solvent is pentachlorobiphenyls. The product is acid chloride, C1(O)=CC=C(O)C=C1.OC1=CC=C(C=C1)C1=CC=C(C=C1)O (hydroquinone 4,4'-dihydroxybiphenyl). RXN SMILES: [C:1]1([CH:8]=[CH:7][C:5]([OH:6])=[CH:4][CH:3]=1)[OH:2].[OH:9][C:10]1[CH:15]=[CH:14][C:13]([C:16]2[CH:21]=[CH:20][C:19]([OH:22])=[CH:18][CH:17]=2)=[CH:12][CH:11]=1.C(Cl)(=O)C1C=CC=C(C(Cl)=O)C=1>>[C:1]1([CH:8]=[CH:7][C:5]([OH:6])=[CH:4][CH:3]=1)[OH:2].[OH:9][C:10]1[CH:11]=[CH:12][C:13]([C:16]2[CH:21]=[CH:20][C:19]([OH:22])=[CH:18][CH:17]=2)=[CH:14][CH:15]=1 |f:3.4|. Procedure: The above U.S. Pat. No. 3,036,991 discloses in Example 1 that polymers having a melting point of 360° to 370° C. are obtained by polycondensation of a mixture containing 0.04 mole of hydroquinone, 0.01 mole of 4,4'-dihydroxybiphenyl and 0.05 mole of isophthaloyl chloride in pentachlorobiphenyls. This patent also discloses in Example 2 that polymers having a melting point of 388° to 394° C., 362° to 379° C., 355° to 372° C. and 355° to 374° C., respectively, are obtained by a similar acid chlorid... Starting materials: C(CCCCCCCCCCCCCCC)NC=1C=C(SC1)C(=O)O (4-(hexadecylamino)-2-thiophenecarboxylic acid), B(F)(F)F.CCOCC (boron trifluoride etherate), ice. Run in CO (methanol). The product is C(CCCCCCCCCCCCCCC)NC=1C=C(SC1)C(=O)OC (methyl 4-(hexadecylamino)-2-thiophenecarboxylate). RXN SMILES: [CH2:1]([NH:17][C:18]1[CH:19]=[C:20]([C:23]([OH:25])=[O:24])[S:21][CH:22]=1)[CH2:2][CH2:3][CH2:4][CH2:5][CH2:6][CH2:7][CH2:8][CH2:9][CH2:10][CH2:11][CH2:12][CH2:13][CH2:14][CH2:15][CH3:16].B(F)(F)F.[CH3:30]COCC>CO>[CH2:1]([NH:17][C:18]1[CH:19]=[C:20]([C:23]([O:25][CH3:30])=[O:24])[S:21][CH:22]=1)[CH2:2][CH2:3][CH2:4][CH2:5][CH2:6][CH2:7][CH2:8][CH2:9][CH2:10][CH2:11][CH2:12][CH2:13][CH2:14][CH2:15][CH3:16] |f:1.2|. Procedure details: A solution of 50.5 g. of 4-(hexadecylamino)-2-thiophenecarboxylic acid and 34.4 ml. of boron trifluoride etherate in 200 ml. of methanol is stirred under reflux for 44 hours, allowed to cool, and poured into 1.20 liters of ice-cold 5% aqueous sodium carbonate solution. The white solid is collected by filtration and recrystallized from benzene-ethanol to yield methyl 4-(hexadecylamino)-2-thiophenecarboxylate as a white solid. The reactants are C(C1=CC=CC=C1)N1C(C2=CC=CC=C2C(=N1)Cl)=O (2-benzyl-4-chloro-2H-phthalazin-1-one), COC1=C(C=CC(=C1)B1OC(C(O1)(C)C)(C)C)O (2-methoxy-4-(4,4,5,5-tetramethyl-[1,3,2]dioxaborolan-2-yl)phenol), C(=O)([O-])[O-].[Na+].[Na+] (Na2CO3). The reagents and catalysts are C=1C=CC(=CC1)[P](C=2C=CC=CC2)(C=3C=CC=CC3)[Pd]([P](C=4C=CC=CC4)(C=5C=CC=CC5)C=6C=CC=CC6)([P](C=7C=CC=CC7)(C=8C=CC=CC8)C=9C=CC=CC9)[P](C=1C=CC=CC1)(C=1C=CC=CC1)C=1C=CC=CC1 (Pd(PPh3)4). Run in C1(=CC=CC=C1)C (toluene), C(C)O (ethanol), O (water). Run at time 19 hour. Yields the product C(C1=CC=CC=C1)N1C(C2=CC=CC=C2C(=N1)C1=CC(=C(C=C1)O)OC)=O (2-benzyl-4-(4-hydroxy-3-methoxyphenyl)phthalazin-1(2H)-one). Yield: 7.5%. As a reaction SMILES: [CH2:1]([N:8]1[N:17]=[C:16](Cl)[C:15]2[C:10](=[CH:11][CH:12]=[CH:13][CH:14]=2)[C:9]1=[O:19])[C:2]1[CH:7]=[CH:6][CH:5]=[CH:4][CH:3]=1.[CH3:20][O:21][C:22]1[CH:27]=[C:26](B2OC(C)(C)C(C)(C)O2)[CH:25]=[CH:24][C:23]=1[OH:37].C([O-])([O-])=O.[Na+].[Na+]>C1(C)C=CC=CC=1.C(O)C.O.C1C=CC([P]([Pd]([P](C2C=CC=CC=2)(C2C=CC=CC=2)C2C=CC=CC=2)([P](C2C=CC=CC=2)(C2C=CC=CC=2)C2C=CC=CC=2)[P](C2C=CC=CC=2)(C2C=CC=CC=2)C2C=CC=CC=2)(C2C=CC=CC=2)C2C=CC=CC=2)=CC=1>[CH2:1]([N:8]1[N:17]=[C:16]([C:26]2[CH:25]=[CH:24][C:23]([OH:37])=[C:22]([O:21][CH3:20])[CH:27]=2)[C:15]2[C:10](=[CH:11][CH:12]=[CH:13][CH:14]=2)[C:9]1=[O:19])[C:2]1[CH:7]=[CH:6][CH:5]=[CH:4][CH:3]=1 |f:2.3.4,^1:58,60,79,98|. Procedure: A mixture of 2-benzyl-4-chloro-2H-phthalazin-1-one (1.35 g, 5 mmol), 2-methoxy-4-(4,4,5,5-tetramethyl-[1,3,2]dioxaborolan-2-yl)phenol (1.50 g, 6 mmol), Pd(PPh3)4 (0.87 g, 0.75 mmol) and Na2CO3 (2.12 g, 20 mmol) in toluene (25 mL), ethanol (12.5 mL) and water (12.5 mL) was degassed and then heated to reflux with stirring for 19 h. After that time, the reaction was cooled to rt and diluted with ethyl acetate (150 mL) and water (100 mL). The organic phase was separated, washed with water (2×30 mL) ... The reactants are FC=1C=C(C=CC1[N+](=O)[O-])C(C(=O)O)C (2-(3-fluoro-4-nitrophenyl)propionic acid). The reagents and catalysts are [Pd] (palladium on charcoal). Run in C(C)O (ethanol). Product: NC1=C(C=C(C=C1)C(C(=O)O)C)F (2-(4-amino-3-fluorophenyl)propionic acid). The yield is 98.9%. Reaction SMILES: [F:1][C:2]1[CH:3]=[C:4]([CH:11]([CH3:15])[C:12]([OH:14])=[O:13])[CH:5]=[CH:6][C:7]=1[N+:8]([O-])=O>C(O)C.[Pd]>[NH2:8][C:7]1[CH:6]=[CH:5][C:4]([CH:11]([CH3:15])[C:12]([OH:14])=[O:13])=[CH:3][C:2]=1[F:1]. Procedure: In 100 ml of ethanol was dissolved 3 g of 2-(3-fluoro-4-nitrophenyl)propionic acid. To the solution was added 0.25 g of 5% palladium on charcoal to conduct catalytic hydrogenation. The catalyst was filtered off and the solvent was evaporated off under reduced pressure to afford 2.55 g of 2-(4-amino-3-fluorophenyl)propionic acid as an oily substance.